This data is from the Open Reaction Database (ORD), a public repository of structured organic reaction records. The task is: describe an organic reaction: reactants, conditions, products, and yield Reactants: C(C)(C)(C)O (T-butyl alcohol), C(C)(C)(CC)C1=CC=C(C=C1)O (4-t-amylphenol), [OH-].[Na+] (NaOH). Solvent: FC(C(=O)O)(F)F (trifluoroacetic acid). The product is C(C)(C)(CC)C1=CC(=C(C=C1)O)C(C)(C)C (4-t-amyl-2-t-butylphenol). The yield is 39.0%. RXN SMILES: [C:1]([C:6]1[CH:11]=[CH:10][C:9]([OH:12])=[CH:8][CH:7]=1)([CH2:4][CH3:5])([CH3:3])[CH3:2].[C:13](O)([CH3:16])([CH3:15])[CH3:14].[OH-].[Na+]>FC(F)(F)C(O)=O>[C:1]([C:6]1[CH:7]=[CH:8][C:9]([OH:12])=[C:10]([C:13]([CH3:16])([CH3:15])[CH3:14])[CH:11]=1)([CH2:4][CH3:5])([CH3:2])[CH3:3] |f:2.3|. Reported procedure: 4-t-amylphenol (80 g, 0.49 mole) was dissolved in 200 ml anhydrous trifluoroacetic acid (TFA). T-butyl alcohol (39 g, 0.53 mole) was added with stirring. The mixture was stoppered and stirred for 19 hours at ambient (~22° C.) temperature. The solution was then poured into 400 ml of 1M NaOH, and the resulting upper organic layer was isolated in a separatory funnel. The crude product was dried over anhydrous magnesium sulfate. The product, 4-t-amyl-2-t-butylphenol, was purified by eluting 35 g of ... Reactants: [N+](=O)([O-])C1=C(C=C(C#N)C=C1)NC1=CC=CC=C1 (4-nitro-3-phenylaminobenzonitrile). The reagents and catalysts are O=[Pt]=O (PtO2). Solvent: CCOC(=O)C (EtOAc). Conditions: time 2 hour. Product: NC1=C(C=C(C#N)C=C1)NC1=CC=CC=C1 (4-Amino-3-phenylaminobenzonitrile). As a reaction SMILES: [N+:1]([C:4]1[CH:11]=[CH:10][C:7]([C:8]#[N:9])=[CH:6][C:5]=1[NH:12][C:13]1[CH:18]=[CH:17][CH:16]=[CH:15][CH:14]=1)([O-])=O>CCOC(C)=O.O=[Pt]=O>[NH2:1][C:4]1[CH:11]=[CH:10][C:7]([C:8]#[N:9])=[CH:6][C:5]=1[NH:12][C:13]1[CH:14]=[CH:15][CH:16]=[CH:17][CH:18]=1. Reported procedure: A solution of 4-nitro-3-phenylaminobenzonitrile (560 mg, 2.34 mmol) in EtOAc (30 mL) was degassed with a stream of nitrogen, prior to addition of PtO2 (44 mg), and was stirred at RT under a hydrogen atmosphere for 2 h. The suspension was then filtered through a pad of Celite® and the filtrate was concentrated in vacuo affording 4-Amino-3-phenylaminobenzonitrile as a purple solid (500 mg, quantitative). LCMS: RT 3.20 min [M+H]+ 210.1. The reactants are Cl (hydrochloric acid), resultant mixture, C(CCC)[Li] (n-butyllithium), C(C)(C)OB(OC(C)C)OC(C)C (triisopropoxyborane), resultant mixture, BrC=1C2=CC=CC=C2C=2C=CC=CC2C1 (9-bromophenanthrene), resultant solution, resultant mixture. The solvent is CCCCCC (hexane), CCOCC (ether), CCOCC (ether). Run at temperature -67 celsius, time 2 hour. Product: C1=CC=CC=2C3=CC=CC=C3C(=CC12)B(O)O (9-phenanthreneboronic acid). The yield is 77.6%. Reaction SMILES: Br[C:2]1[C:3]2[C:8]([C:9]3[CH:10]=[CH:11][CH:12]=[CH:13][C:14]=3[CH:15]=1)=[CH:7][CH:6]=[CH:5][CH:4]=2.C([Li])CCC.C([O:24][B:25](OC(C)C)[O:26]C(C)C)(C)C.Cl>CCOCC.CCCCCC>[CH:13]1[C:14]2[CH:15]=[C:2]([B:25]([OH:26])[OH:24])[C:3]3[C:8](=[CH:7][CH:6]=[CH:5][CH:4]=3)[C:9]=2[CH:10]=[CH:11][CH:12]=1. Procedure details: Under an atmosphere of argon, 9-bromophenanthrene (15 g, 58 mmole) was dissolved into anhydrous ether (150 ml) and the resultant solution was cooled at −35° C. in a dry ice/methanol bath. To the cooled solution, a hexane solution of n-butyllithium (1.50 mole/liter, 43 ml, 65 mmole) was added dropwise and the resultant mixture was stirred at −20° C. for 1 hour. After the reaction mixture was cooled at −67° C., a solution (30 ml) of triisopropoxyborane (37 ml, 0.16 mole, 2.8 eq) in anhydrous ether... Reactants: CNC(C(=O)C1=C(C=CC=C1)OC1=CC=CC=C1)=O (N-Methyl-2-(2-phenoxyphenyl)-2-oxoacetamide), S(=O)(=O)(O)O.NO (Hydroxylamine sulfate). Run in CO (methyl alcohol), CO (methyl alcohol). Reaction conditions: time 20.5 hour. The product is CNC(/C(=N/O)/C1=C(C=CC=C1)OC1=CC=CC=C1)=O ((E)-N-methyl-2-(2-phenoxyphenyl)-2-hydroxyiminoacetamide). Isolated yield 95.5%. As a reaction SMILES: [CH3:1][NH:2][C:3](=[O:19])[C:4]([C:6]1[CH:11]=[CH:10][CH:9]=[CH:8][C:7]=1[O:12][C:13]1[CH:18]=[CH:17][CH:16]=[CH:15][CH:14]=1)=O.S(O)(O)(=O)=O.[NH2:25][OH:26]>CO>[CH3:1][NH:2][C:3](=[O:19])/[C:4](/[C:6]1[CH:11]=[CH:10][CH:9]=[CH:8][C:7]=1[O:12][C:13]1[CH:18]=[CH:17][CH:16]=[CH:15][CH:14]=1)=[N:25]/[OH:26] |f:1.2|. Procedure details: N-Methyl-2-(2-phenoxyphenyl)-2-oxoacetamide (2.55 g, 10 mmol) was dissolved in methyl alcohol (10 ml). Hydroxylamine sulfate (0.99 g, 12 mmol) was added, followed by heating under reflux for 3 hours. After completion of the reaction, methyl alcohol was evaporated under reduced pressure. Toluene (10 ml) and conc. hydrochloric acid (1.04 g) were added to the resulting residue (E/Z=41/59), and the mixture was stirred at room temperature for 20.5 hours. After completion of the reaction, water (300 m... Starting materials: BrC1=C(C=C(C=C1)[N+](=O)[O-])C (1-bromo-2-methyl-4-nitrobenzene). The reagents and catalysts are [Ni] (Raney Nickel). Run in CO (methanol). Run at time 3 hour. The product is BrC1=C(C=C(C=C1)N)C ((4-Bromo-3-methylphenyl)amine). The yield is 98.7%. As a reaction SMILES: [Br:1][C:2]1[CH:7]=[CH:6][C:5]([N+:8]([O-])=O)=[CH:4][C:3]=1[CH3:11]>[Ni].CO>[Br:1][C:2]1[CH:7]=[CH:6][C:5]([NH2:8])=[CH:4][C:3]=1[CH3:11]. Reported procedure: Activated Raney Nickel® (0.4 g) was added to a suspension of 1-bromo-2-methyl-4-nitrobenzene (4 g, 18.51 mmol) in 200 mL of methanol and the mixture was stirred under hydrogen atmosphere (30 psi) for 3 hours. After this time, the reaction mixture was filtered through Celite®, the solvent eliminated under reduced pressure and the residue dried under vacuum to afford the title compound (3.4 g, 99%) as a white solid.